Dataset: the Open Reaction Database (ORD), a public repository of structured organic reaction records. Task: describe an organic reaction: reactants, conditions, products, and yield Starting materials: O=[N+]([O-])c1cnc(Cl)cc1Nc1ccccc1, [H-], [Na+], CN(C)C=O, O, O=S(=O)(NCCN1CCOCC1)c1cccc(O)c1. Yields the product O=[N+]([O-])c1cnc(Oc2cccc(S(=O)(=O)NCCN3CCOCC3)c2)cc1Nc1ccccc1. As a reaction SMILES: [Cl:22][c:23]1[n:24][cH:25][c:26]([N+:36](=[O:37])[O-:38])[c:27]([NH:29][c:30]2[cH:31][cH:32][cH:33][cH:34][cH:35]2)[cH:28]1.[H-:21].[Na+:20].[O:40]=[CH:41][N:42]([CH3:43])[CH3:44].[OH2:39].[OH:1][c:2]1[cH:3][c:4]([S:8](=[O:9])(=[O:10])[NH:11][CH2:12][CH2:13][N:14]2[CH2:15][CH2:16][O:17][CH2:18][CH2:19]2)[cH:5][cH:6][cH:7]1>>[O:1]([c:2]1[cH:3][c:4]([S:8](=[O:9])(=[O:10])[NH:11][CH2:12][CH2:13][N:14]2[CH2:15][CH2:16][O:17][CH2:18][CH2:19]2)[cH:5][cH:6][cH:7]1)[c:23]1[n:24][cH:25][c:26]([N+:36](=[O:37])[O-:38])[c:27]([NH:29][c:30]2[cH:31][cH:32][cH:33][cH:34][cH:35]2)[cH:28]1. Reactants: C(C)OC(C(C1=C(C(=CC(=C1)OCC)O)F)NC1=CC=C(C=C1)C#N)=O ((RS)-(4-cyano-phenylamino)-(5-ethoxy-2-fluoro-3-hydroxy-phenyl)-acetic acid ethyl ester), N(=NC(=O)OCC)C(=O)OCC (diethyl azodicarboxylate), O[C@@H]1COCC1 ((S)-(+)-3-hydroxy-tetrahydrofurane), C1(=CC=CC=C1)P(C1=CC=CC=C1)C1=CC=CC=C1 (triphenylphosphine). Solvent: C1CCOC1 (THF). Run at temperature 0 celsius, time 3 hour. Product: C(C)OC(C(C1=C(C(=CC(=C1)OCC)O[C@H]1COCC1)F)NC1=CC=C(C=C1)C#N)=O ((RS)-(4-cyano-phenylamino)-[5-ethoxy-2-fluoro-3-[(R)-tetrahydro-furan-3-yloxy]-phenyl]-acetic acid ethyl ester). Reaction SMILES: [CH2:1]([O:3][C:4](=[O:26])[CH:5]([NH:17][C:18]1[CH:23]=[CH:22][C:21]([C:24]#[N:25])=[CH:20][CH:19]=1)[C:6]1[CH:11]=[C:10]([O:12][CH2:13][CH3:14])[CH:9]=[C:8]([OH:15])[C:7]=1[F:16])[CH3:2].O[C@H:28]1[CH2:32][CH2:31][O:30][CH2:29]1.C1(P(C2C=CC=CC=2)C2C=CC=CC=2)C=CC=CC=1.N(C(OCC)=O)=NC(OCC)=O>C1COCC1>[CH2:1]([O:3][C:4](=[O:26])[CH:5]([NH:17][C:18]1[CH:19]=[CH:20][C:21]([C:24]#[N:25])=[CH:22][CH:23]=1)[C:6]1[CH:11]=[C:10]([O:12][CH2:13][CH3:14])[CH:9]=[C:8]([O:15][C@@H:28]2[CH2:32][CH2:31][O:30][CH2:29]2)[C:7]=1[F:16])[CH3:2]. Procedure: To a solution of 7.38 g (RS)-(4-cyano-phenylamino)-(5-ethoxy-2-fluoro-3-hydroxy-phenyl)-acetic acid ethyl ester described in example 3.5 in 220 ml THF were added 1.68 ml (S)-(+)-3-hydroxy-tetrahydrofurane and 6.48 g triphenylphosphine. The mixture was cooled to 0° C. Subsequently, 3.84 ml of diethyl azodicarboxylate were added. The solution was stirred for 3 hrs at room temperature, then evaporated. The crude product was purified by chromatography on silica gel (cyclohexane/EtOAc) to give 6.53 g...